Dataset: the Open Reaction Database (ORD), a public repository of structured organic reaction records. Task: describe an organic reaction: reactants, conditions, products, and yield Starting materials: CNS(=O)(=O)CCc1ccc(N)cc1, CN(c1ccc2c(c1)nc(NCCc1ccccc1)n2C)c1ccnc(Cl)n1. The product is Cl, CNS(=O)(=O)CCc1ccc(Nc2nccc(N(C)c3ccc4c(c3)nc(NCCc3ccccc3)n4C)n2)cc1. RXN SMILES: [CH3:29][NH:30][S:31](=[O:32])(=[O:33])[CH2:34][CH2:35][c:36]1[cH:37][cH:38][c:39]([NH2:42])[cH:40][cH:41]1.[Cl:1][c:2]1[n:3][cH:4][cH:5][c:6]([N:8]([c:9]2[cH:10][c:11]3[c:12]([n:13]([CH3:25])[c:14]([NH:16][CH2:17][CH2:18][c:19]4[cH:20][cH:21][cH:22][cH:23][cH:24]4)[n:15]3)[cH:26][cH:27]2)[CH3:28])[n:7]1>>[ClH:1].[c:2]1([NH:42][c:39]2[cH:38][cH:37][c:36]([CH2:35][CH2:34][S:31]([NH:30][CH3:29])(=[O:32])=[O:33])[cH:41][cH:40]2)[n:3][cH:4][cH:5][c:6]([N:8]([c:9]2[cH:10][c:11]3[c:12]([n:13]([CH3:25])[c:14]([NH:16][CH2:17][CH2:18][c:19]4[cH:20][cH:21][cH:22][cH:23][cH:24]4)[n:15]3)[cH:26][cH:27]2)[CH3:28])[n:7]1. Reactants: COC1=CSC2=C1NC=C(C2=O)C(CCC)=O (3-Methoxy-6-butyrylthieno[3,2-b]pyridin-7(4H)-one), P(=O)(Cl)(Cl)Cl (phosphorus oxychloride), [OH-].[Na+] (sodium hydroxide). Conditions: time 30 minute. The product is C(CCC)(=O)C=1C(=C2C(=NC1)C(=CS2)OC)Cl (6-Butyryl-7-chloro-3-methoxythieno[3,2-b]pyridine). Reaction SMILES: [CH3:1][O:2][C:3]1[C:7]2[NH:8][CH:9]=[C:10]([C:13](=[O:17])[CH2:14][CH2:15][CH3:16])[C:11](=O)[C:6]=2[S:5][CH:4]=1.[OH-].[Na+].P(Cl)(Cl)([Cl:22])=O>>[C:13]([C:10]1[C:11]([Cl:22])=[C:6]2[S:5][CH:4]=[C:3]([O:2][CH3:1])[C:7]2=[N:8][CH:9]=1)(=[O:17])[CH2:14][CH2:15][CH3:16] |f:1.2|. Reported procedure: 3-Methoxy-6-butyrylthieno[3,2-b]pyridin-7(4H)-one (3 g) and phosphorus oxychloride (10 ml) were heated under reflux for one hour. The reaction mixture was poured onto ice water (100 g) stirred for 30 minutes and then basified with 40% sodium hydroxide solution cooling with ice, then extracted with chloroform (3×100 ml). The chloroform extracts were combined dried over magnesium sulphate, filtered and evaporated under reduced pressure to give a brown solid, 3.1 g, m.p. 76°-78°. Reactants: Cl (hydrochloric acid), C(C)OC(=O)C=1C(=NOC1C)C1=NC=C(C=C1Cl)Cl (3-(3,5-dichloro-pyridin-2-yl)-5-methyl-isoxazole-4-carboxylic acid ethyl ester), [OH-].[Na+] (sodium hydroxide), C(C)O (ethanol). The solvent is O1CCCC1 (tetrahydrofuran), O (water). Yields the product ClC=1C(=NC=C(C1)Cl)C1=NOC(=C1C(=O)O)C (3-(3,5-dichloro-pyridin-2-yl)-5-methyl-isoxazole-4-carboxylic acid). Reaction SMILES: C([O:3][C:4]([C:6]1[C:7]([C:12]2[C:17]([Cl:18])=[CH:16][C:15]([Cl:19])=[CH:14][N:13]=2)=[N:8][O:9][C:10]=1[CH3:11])=[O:5])C.[OH-].[Na+].C(O)C.Cl>O.O1CCCC1>[Cl:18][C:17]1[C:12]([C:7]2[C:6]([C:4]([OH:5])=[O:3])=[C:10]([CH3:11])[O:9][N:8]=2)=[N:13][CH:14]=[C:15]([Cl:19])[CH:16]=1 |f:1.2|. Procedure: Combine 3-(3,5-dichloro-pyridin-2-yl)-5-methyl-isoxazole-4-carboxylic acid ethyl ester (0.755 g, 0.0025 mol) with aqueous sodium hydroxide (2N, 6.0 mL, 0.012 mol), ethanol (2 mL), and tetrahydrofuran (2 mL) and stir overnight at ambient temperature. Add water and adjusted to approx. pH 3.0 with aqueous hydrochloric acid. Extract with ethyl acetate and dry over sodium sulfate and concentrate in vacuo. Drying nets the desired isoxazole acid as a tan solid(0.65 g, 95%). MS (ES): (M+1)+ 273.0,275.0 ...